The task is: describe an organic reaction: reactants, conditions, products, and yield. This data is from the Open Reaction Database (ORD), a public repository of structured organic reaction records. The reactants are [N+](=O)([O-])C=1C=C(C(=O)Cl)C=CC1 (m-nitrobenzoyl chloride), NC=1C=C2C(=CC(=CC2=CC1)S(=O)(=O)O)O (6-amino-4-hydroxy-2-naphthalenesulfonic acid), O.O.O.C(C)(=O)[O-].[Na+] (sodium acetate trihydrate), [OH-].[Na+] (sodium hydroxide). Solvent: O (water). Reaction conditions: time 8 hour. Product: OC1=CC(=CC2=CC=C(C=C12)NC(C1=CC(=CC=C1)[N+](=O)[O-])=O)S(=O)(=O)O (4-hydroxy-6-m-nitrobenzamido-2-naphthalenesulfonic acid). Yield: 75.9%. Reaction SMILES: [NH2:1][C:2]1[CH:3]=[C:4]2[C:9](=[CH:10][CH:11]=1)[CH:8]=[C:7]([S:12]([OH:15])(=[O:14])=[O:13])[CH:6]=[C:5]2[OH:16].[OH-].[Na+].O.O.O.C([O-])(=O)C.[Na+].[N+:27]([C:30]1[CH:31]=[C:32]([CH:36]=[CH:37][CH:38]=1)[C:33](Cl)=[O:34])([O-:29])=[O:28]>O>[OH:16][C:5]1[C:4]2[C:9](=[CH:10][CH:11]=[C:2]([NH:1][C:33](=[O:34])[C:32]3[CH:36]=[CH:37][CH:38]=[C:30]([N+:27]([O-:29])=[O:28])[CH:31]=3)[CH:3]=2)[CH:8]=[C:7]([S:12]([OH:15])(=[O:13])=[O:14])[CH:6]=1 |f:1.2,3.4.5.6.7|. Reported procedure: To a suspension of 180 g of 6-amino-4-hydroxy-2-naphthalenesulfonic acid in 4 liters of water was added 75 ml of 10N sodium hydroxide. To the resulting solution was added 181.8 g of sodium acetate trihydrate, followed by 190 g of m-nitrobenzoyl chloride. The mixture was stirred vigorously under argon at room temperature for 8 hours and then filtered. The solid was washed with water, ethanol and then ether and dried at room temperature. The resulting brown solid (299.4 g) was added to a mixture o... Reaction SMILES: [C:1]([CH3:2])([CH3:3])([CH3:4])[c:5]1[cH:6][cH:7][c:8]([NH:11][C:12](=[O:13])[c:14]2[cH:15][cH:16][c:17]([C:18](=[O:19])[O:20][CH3:21])[cH:22][cH:23]2)[cH:9][cH:10]1.[CH3:31][OH:32].[Li+:25].[O:26]1[CH2:27][CH2:28][CH2:29][CH2:30]1.[OH-:24]>>[C:1]([CH3:2])([CH3:3])([CH3:4])[c:5]1[cH:6][cH:7][c:8]([NH:11][C:12](=[O:13])[c:14]2[cH:15][cH:16][c:17]([C:18](=[O:19])[OH:20])[cH:22][cH:23]2)[cH:9][cH:10]1. Product: CC(C)(C)c1ccc(NC(=O)c2ccc(C(=O)O)cc2)cc1. The reactants are COC(=O)c1ccc(C(=O)Nc2ccc(C(C)(C)C)cc2)cc1, CO, [Li+], C1CCOC1, [OH-]. Reactants: NC1=C(CN2C(=CC=C2)C#N)C=C(C=C1)Cl (1-(2-amino-5-chlorobenzyl)-2-pyrrolecarbonitrile), [OH-].[K+] (potassium hydroxide), C(CO)O (ethyleneglycol). Run in O (water). Product: NC1=C(CN2C(=CC=C2)C(=O)O)C=C(C=C1)Cl (1-(2-amino-5-chlorobenzyl)-2-pyrrolecarboxylic acid). RXN SMILES: [NH2:1][C:2]1[CH:15]=[CH:14][C:13]([Cl:16])=[CH:12][C:3]=1[CH2:4][N:5]1C=[CH:8][CH:7]=[C:6]1C#N.[OH-:17].[K+].[CH2:19]([OH:22])[CH2:20]O>O>[NH2:1][C:2]1[CH:15]=[CH:14][C:13]([Cl:16])=[CH:12][C:3]=1[CH2:4][N:5]1[CH:6]=[CH:7][CH:8]=[C:20]1[C:19]([OH:22])=[O:17] |f:1.2|. Procedure details: A mixture of 8 g. of 1-(2-amino-5-chlorobenzyl)-2-pyrrolecarbonitrile, 8 g. of 86% potassium hydroxide and 50 ml. of ethyleneglycol is heated in an oil bath at 170° C. for 2 hours. The mixture is partly cooled and diluted with 80 ml. of water. The mixture is cooled for about 3 hours and then filtered. The filtrate is treated with acetic acid to pH 4-5 giving a precipitate which is collected and washed with water. This solid is further purified by dissolving in dilute alkali and reprecipitating w... Reactants: COC1=CC=C(C=O)C=C1 (p-methoxy benzaldehyde), C(C)(=O)OC (methyl acetate). The product is COC1=CC=C(C=CC(=O)OC)C=C1 (methyl p-methoxycinnamate), COC1=CC=C(C=CC(=O)O)C=C1 (p-methoxycinnamic acid). As a reaction SMILES: [CH3:1][O:2][C:3]1[CH:10]=[CH:9][C:6]([CH:7]=O)=[CH:5][CH:4]=1.[C:11]([O:14][CH3:15])(=[O:13])[CH3:12]>>[CH3:1][O:2][C:3]1[CH:10]=[CH:9][C:6]([CH:7]=[CH:12][C:11]([O:14][CH3:15])=[O:13])=[CH:5][CH:4]=1.[CH3:1][O:2][C:3]1[CH:10]=[CH:9][C:6]([CH:7]=[CH:12][C:11]([OH:14])=[O:13])=[CH:5][CH:4]=1. Procedure details: The process of claim 1 wherein p-methoxy benzaldehyde is reacted with methyl acetate in step (a); methyl p-methoxycinnamate is formed in step (b) and methyl p-methoxycinnamate and p-methoxycinnamic acid are reacted with a C8 alkanol in step (e) to produce a C8 alkyl p-methoxycinnamate as the product of the process. Reaction SMILES: [H-].[Na+].[C:3]([O:7][C:8](=[O:11])[CH2:9][SH:10])([CH3:6])([CH3:5])[CH3:4].[CH3:12][O:13][C:14](=[O:25])[CH:15](Br)[CH2:16][CH2:17][C:18]1[CH:23]=[CH:22][CH:21]=[CH:20][CH:19]=1.O1CCC[CH2:27]1>C(OCC)(=O)C>[CH2:12]([O:13][C:14](=[O:25])[CH:15]([S:10][CH2:9][C:8]([O:7][C:3]([CH3:6])([CH3:5])[CH3:4])=[O:11])[CH2:16][CH2:17][C:18]1[CH:23]=[CH:22][CH:21]=[CH:20][CH:19]=1)[CH3:27] |f:0.1|. Reactants: [H-].[Na+] (sodium hydride), O1CCCC1 (tetrahydrofuran), O1CCCC1 (tetrahydrofuran), C(C)(C)(C)OC(CS)=O (thioglycolic acid tert-butyl ester), COC(C(CCC1=CC=CC=C1)Br)=O (2-bromo-4-phenyl-butyric acid methyl ester). Procedure details: 2.3 g (53.2 mmol) of sodium hydride in the form of a suspension in mineral oil are placed at 0° in 30 ml of tetrahydrofuran. Then at 0° to 10°, 6.6 g (44.:3 mmol) of thioglycolic acid tert-butyl ester are added dropwise thereto. A viscous suspension is formed which is diluted with 50 ml of tetrahydrofuran. The mixture is then stirred for 20 minutes at 0° and then 12 g (44.3 mmol) of 2-bromo-4-phenyl-butyric acid methyl ester are added dropwise thereto. The mixture is stirred for 2 hours at room ... Run at time 20 minute. Isolated yield 38.0%. Solvent: C(C)(=O)OCC (ethyl acetate). Product: C(C)OC(C(CCC1=CC=CC=C1)SCC(=O)OC(C)(C)C)=O (2-tert-butyloxycabonylmethylthio-4-phenyl-butyric acid ethyl ester). The reactants are OC1=CC=C(C(=O)OCC)C=C1 (ethyl 4-hydroxybenzoate), FC1=C(C=C(C(=O)OC)C=C1)S(=O)(=O)C (methyl 4-fluoro-3-methylsulfonylbenzoate). Conditions: time 14 day. Yields the product C(C)OC(=O)C1=CC=C(OC2=CC=C(C(=O)OC)C=C2)C=C1 (methyl 4-(4-ethoxycarbonylphenoxy)-benzoate). Reaction SMILES: [OH:1][C:2]1[CH:12]=[CH:11][C:5]([C:6]([O:8][CH2:9][CH3:10])=[O:7])=[CH:4][CH:3]=1.F[C:14]1[CH:23]=[CH:22][C:17]([C:18]([O:20][CH3:21])=[O:19])=[CH:16][C:15]=1S(C)(=O)=O>>[CH2:9]([O:8][C:6]([C:5]1[CH:4]=[CH:3][C:2]([O:1][C:14]2[CH:23]=[CH:22][C:17]([C:18]([O:20][CH3:21])=[O:19])=[CH:16][CH:15]=2)=[CH:12][CH:11]=1)=[O:7])[CH3:10]. Procedure: By reacting ethyl 4-hydroxybenzoate with methyl 4-fluoro-3-methylsulfonylbenzoate in analogy with the protocol given under 14 d) methyl 4-(4-ethoxycarbonylphenoxy)-benzoate was obtained as a colorless to pale-yellow oil which was hydrolyzed, without any further purification steps, in analogy with the manner indicated in protocol 16 c), to give 4-(4-carboxyphenoxy)-3-methylsulfonyl-benzoic acid. Reaction SMILES: [C:1](O)(=O)[CH3:2].[NH:5]1[CH2:15][CH2:14][CH:8]([C:9]([O:11][CH2:12][CH3:13])=[O:10])[CH2:7][CH2:6]1.C(O[BH-](O[C:26](=[O:28])[CH3:27])OC(=O)C)(=O)C.[Na+].[C:30](=[O:33])(O)[O-].[Na+]>ClCCl>[CH2:12]([O:11][C:9]([CH:8]1[CH2:7][CH2:6][N:5]([CH:2]2[CH2:1][CH2:15][N:5]([C:30]([O:28][CH2:26][CH3:27])=[O:33])[CH2:6][CH2:7]2)[CH2:15][CH2:14]1)=[O:10])[CH3:13] |f:2.3,4.5|. Reported procedure: A mixture of ethyl 4-oxo piperidine-1-carboxylate (3.14 grams, 18.3 mmol, obtained in the above step) in acetic acid (1.05 mL, 18.3 mmol) was added to a stirred solution of ethyl isonipecotate (2.87 mL, 18.3 mmol) in dichloromethane (10 mL) cooled at 0° C. Solid sodium triacetoxy borohydride (11.6 grams, 54.9 mmol) was added portion wise over a period of 15 minutes. The reaction mixture was gradually warmed to room temperature and stirred for 16 hours. The reaction mixture was cooled to 0° C. an... Starting materials: ethyl 4-oxo piperidine-1-carboxylate, N1CCC(C(=O)OCC)CC1 (ethyl isonipecotate), C(C)(=O)O[BH-](OC(C)=O)OC(C)=O.[Na+] (sodium triacetoxy borohydride), C(C)(=O)O (acetic acid), C([O-])(O)=O.[Na+] (sodium bicarbonate). Run at temperature 0 celsius, time 16 hour. Solvent: ClCCl (dichloromethane). Yields the product C(C)OC(=O)C1CCN(CC1)C1CCN(CC1)C(=O)OCC ([1,4′]Bipiperidinyl-4,1′-dicarboxylic acid diethyl ester). The yield is 96.3%. The reactants are CC(C)(O)CN1CCC(CN(Cc2ccccc2)Cc2ccccc2)CC1, CN(C)C=O, [H-], CI, [Na+], C1CCOC1. Yields the product COC(C)(C)CN1CCC(CN(Cc2ccccc2)Cc2ccccc2)CC1. As a reaction SMILES: [CH2:3]([c:4]1[cH:5][cH:6][cH:7][cH:8][cH:9]1)[N:10]([CH2:11][c:12]1[cH:13][cH:14][cH:15][cH:16][cH:17]1)[CH2:18][CH:19]1[CH2:20][CH2:21][N:22]([CH2:25][C:26]([CH3:27])([OH:28])[CH3:29])[CH2:23][CH2:24]1.[CH3:37][N:38]([CH3:39])[CH:40]=[O:41].[H-:1].[I:30][CH3:31].[Na+:2].[O:32]1[CH2:33][CH2:34][CH2:35][CH2:36]1>>[CH2:3]([c:4]1[cH:5][cH:6][cH:7][cH:8][cH:9]1)[N:10]([CH2:11][c:12]1[cH:13][cH:14][cH:15][cH:16][cH:17]1)[CH2:18][CH:19]1[CH2:20][CH2:21][N:22]([CH2:25][C:26]([CH3:27])([O:28][CH3:31])[CH3:29])[CH2:23][CH2:24]1. Reactants: [OH-].[K+] (potassium hydroxide), BrC=1C=CC(=NC1Cl)C(=O)O (5-Bromo-6-chloropicolinic acid), FC(C(C)O)(F)F (1,1,1-trifluoropropan-2-ol). Run in CS(=O)C (DMSO). Conditions: time 15 minute. The product is BrC=1C=CC(=NC1OC(C(F)(F)F)C)C(=O)O (5-Bromo-6-(1,1,1-trifluoropropan-2-yloxy)picolinic acid). Isolated yield 104.1%. Reaction SMILES: [Br:1][C:2]1[CH:3]=[CH:4][C:5]([C:9]([OH:11])=[O:10])=[N:6][C:7]=1Cl.[OH-].[K+].[F:14][C:15]([F:20])([F:19])[CH:16]([OH:18])[CH3:17]>CS(C)=O>[Br:1][C:2]1[CH:3]=[CH:4][C:5]([C:9]([OH:11])=[O:10])=[N:6][C:7]=1[O:18][CH:16]([CH3:17])[C:15]([F:20])([F:19])[F:14] |f:1.2|. Procedure: 5-Bromo-6-chloropicolinic acid (5 g, 21.1 mmol; CAN 959958-25-9) was dissolved in DMSO (100 mL) to give a colorless solution. To this solution potassium hydroxide (4.75 g, 84.6 mmol) was added. The reaction mixture turned into a white suspension which was stirred for 15 min. Then 1,1,1-trifluoropropan-2-ol (2.41 g, 1.92 mL, 21.1 mmol) was added. The mixture was stirred for 1 d at ambient temp., poured onto ice-water/1N HCl (200 mL) and extracted with EtOAc (2×400 mL). The organic layers were was... Starting materials: COC1=CC=C(C=C1)S(=O)(=O)N1C(C=2C=CC=CC2C2=C1C=CS2)CC (4-[(4-Methoxyphenyl)sulfonyl]-5-ethyl-4,5-dihydrothieno[3,2-c]isoquinoline), BrC1=CC=2N(C(C=3C=CC=CC3C2S1)C)S(=O)(=O)C1=CC=C(C=C1)O (4-[(2-Bromo-5-methylthieno[3,2-c]isoquinolin-4(5H)-yl)sulfonyl]phenol). Yields the product BrC1=CC=2N(C(C=3C=CC=CC3C2S1)CC)S(=O)(=O)C1=CC=C(C=C1)O (4-[(2-Bromo-5-ethylthieno[3,2-c]isoquinolin-4(5H)-yl)sulfonyl]phenol). Isolated yield 20.0%. RXN SMILES: C[O:2][C:3]1[CH:8]=[CH:7][C:6]([S:9]([N:12]2[C:21]3[CH:22]=[CH:23][S:24][C:20]=3[C:19]3[CH:18]=[CH:17][CH:16]=[CH:15][C:14]=3[CH:13]2[CH2:25][CH3:26])(=[O:11])=[O:10])=[CH:5][CH:4]=1.[Br:27]C1SC2C3C=CC=CC=3C(C)N(S(C3C=CC(O)=CC=3)(=O)=O)C=2C=1>>[Br:27][C:23]1[S:24][C:20]2[C:19]3[CH:18]=[CH:17][CH:16]=[CH:15][C:14]=3[CH:13]([CH2:25][CH3:26])[N:12]([S:9]([C:6]3[CH:7]=[CH:8][C:3]([OH:2])=[CH:4][CH:5]=3)(=[O:11])=[O:10])[C:21]=2[CH:22]=1. Procedure details: Starting from 4-[(4-Methoxyphenyl)sulfonyl]-5-ethyl-4,5-dihydrothieno[3,2-c]isoquinoline in place of 4-[(4-Methoxyphenyl)sulfonyl]-5-methyl-4,5-dihydrothieno[3,2-c]isoquinoline (Step 1), the title compound (0.19 g tan solid, 20%, m.p. 183-85° C.) was synthesized in essentially the same manner as described in Example 6, Method B, Steps 1-2, for 4-[(2-Bromo-5-methylthieno[3,2-c]isoquinolin-4(5H)-yl)sulfonyl]phenol.